From a dataset of the Open Reaction Database (ORD), a public repository of structured organic reaction records. describe an organic reaction: reactants, conditions, products, and yield The reactants are NC1=C(C=C(C=C1)Cl)[N+](=O)[O-] (1-amino-2-nitro-4-chlorobenzene), ice water, C([O-])([O-])=O.[K+].[K+] (potassium carbonate), C1(=CC=CC=C1)S (thiophenol). Run in CN(C)C=O (DMF). Reaction conditions: time 2 hour. Yields the product NC1=C(C=CC(=C1)SC1=CC=CC=C1)[N+](=O)[O-] (1-amino- 2-nitro-5-phenylthiobenzene). Reaction SMILES: [NH2:1][C:2]1[CH:7]=[CH:6][C:5](Cl)=[CH:4][C:3]=1[N+:9]([O-:11])=[O:10].C(=O)([O-])[O-].[K+].[K+].[C:18]1([SH:24])[CH:23]=[CH:22][CH:21]=[CH:20][CH:19]=1>CN(C=O)C>[NH2:1][C:2]1[CH:7]=[C:6]([S:24][C:18]2[CH:23]=[CH:22][CH:21]=[CH:20][CH:19]=2)[CH:5]=[CH:4][C:3]=1[N+:9]([O-:11])=[O:10] |f:1.2.3|. Procedure: A mixture of 6.0 kg. of 1-amino-2-nitro-4-chlorobenzene and 7.2 kg. of potassium carbonate in 25 l. of DMF under nitrogen is treated with 4.0 kg. of thiophenol. The mixture is stirred for 2 hours, cooled, and diluted with 140 l. of ice water. The mixture is stirred for 1 hour, and 1-amino- 2-nitro-5-phenylthiobenzene is isolated by filtration. Reactants: CS(=O)(=O)N1CCC(=CC1)C=1C=C2C(=CN1)O[C@](C2)(C)C2CCN(CC2)C#N ((S)-4-[5-(1-methanesulfonyl-1,2,3,6-tetrahydro-pyridin-4-yl)-2-methyl-2,3-dihydro-furo[2,3-c]pyridin-2-yl]-piperidine-1-carbonitrile), Intermediate 42, ONC(C(C)C)=N (N-hydroxy-isobutyramidine). The product is C(C)(C)C1=NOC(=N1)N1CCC(CC1)[C@@]1(CC=2C(=CN=C(C2)C=2CCN(CC2)S(=O)(=O)C)O1)C ((S)-2-[1-(3-Isopropyl-[1,2,4]oxadiazol-5-yl)-piperidin-4-yl]-5-(1-methanesulfonyl-1,2,3,6-tetrahydro-pyridin-4-yl)-2-methyl-2,3-dihydro-furo[2,3-c]pyridine). Reaction SMILES: [CH3:1][S:2]([N:5]1[CH2:10][CH:9]=[C:8]([C:11]2[CH:12]=[C:13]3[CH2:19][C@:18]([CH:21]4[CH2:26][CH2:25][N:24]([C:27]#[N:28])[CH2:23][CH2:22]4)([CH3:20])[O:17][C:14]3=[CH:15][N:16]=2)[CH2:7][CH2:6]1)(=[O:4])=[O:3].[OH:29][NH:30][C:31](=N)[CH:32]([CH3:34])[CH3:33]>>[CH:32]([C:31]1[N:28]=[C:27]([N:24]2[CH2:25][CH2:26][CH:21]([C@@:18]3([CH3:20])[O:17][C:14]4=[CH:15][N:16]=[C:11]([C:8]5[CH2:9][CH2:10][N:5]([S:2]([CH3:1])(=[O:4])=[O:3])[CH2:6][CH:7]=5)[CH:12]=[C:13]4[CH2:19]3)[CH2:22][CH2:23]2)[O:29][N:30]=1)([CH3:34])[CH3:33]. Procedure details: The title compound is prepared from (S)-4-[5-(1-methanesulfonyl-1,2,3,6-tetrahydro-pyridin-4-yl)-2-methyl-2,3-dihydro-furo[2,3-c]pyridin-2-yl]-piperidine-1-carbonitrile (Intermediate 42; the configuration of the stereocenter is arbitrarily assigned) and N-hydroxy-isobutyramidine following a procedure analogous to that described in Example 2. LC (method 4): tR=0.97 min; Mass spectrum (ESI+): m/z=488 [M+H]+. Reactants: CN(CCCOC1=CC=C(C=O)C=C1)C (4-(3-dimethylaminopropoxy)benzaldehyde), C(#C)[Mg]Cl (ethynylmagnesium chloride), O (water). The solvent is O1CCCC1 (tetrahydrofuran). Product: CN(CCCOC1=CC=C(C=C1)C(C#C)O)C (3-[4-(3-dimethylaminopropoxy)-phenyl]-3-hydroxy-1-propyne). As a reaction SMILES: [CH3:1][N:2]([CH3:15])[CH2:3][CH2:4][CH2:5][O:6][C:7]1[CH:14]=[CH:13][C:10]([CH:11]=[O:12])=[CH:9][CH:8]=1.[C:16]([Mg]Cl)#[CH:17].O>O1CCCC1>[CH3:15][N:2]([CH3:1])[CH2:3][CH2:4][CH2:5][O:6][C:7]1[CH:8]=[CH:9][C:10]([CH:11]([OH:12])[C:16]#[CH:17])=[CH:13][CH:14]=1. Procedure details: To a solution of 4-(3-dimethylaminopropoxy)benzaldehyde (0.83 g, 4 mmol) (Aldrich) in dry tetrahydrofuran (30 mL) under argon at room temperature was added ethynylmagnesium chloride (5 mmmol, 10 mL, 0.5M solution in tetrahydrofuran) (Aldrich) dropwise. The resulting solution was stirred for 1.5 h at which time 100 mL water was added, and the THF was removed in vacuo. The product was extracted with ethyl acetate (3×50 mL) and the combined organic layers were dried over magnesium sulfate and conce... The reactants are Br, O=C([O-])O, CCC1CCc2ccc(N3N=C(C)CC3=O)cc21, CCO, Cl, O=N[O-], Nc1cccc(-c2cccc(C(=O)O)c2)c1O, [Na+], [Na+]. Product: CCC1CCc2ccc(N3N=C(C)C(=NNc4cccc(-c5cccc(C(=O)O)c5)c4O)C3=O)cc21. As a reaction SMILES: [BrH:1].[C:41](=[O:42])([OH:43])[O-:44].[CH2:23]([CH3:24])[CH:25]1[CH2:26][CH2:27][c:28]2[cH:29][cH:30][c:31]([N:34]3[N:35]=[C:36]([CH3:40])[CH2:37][C:38]3=[O:39])[cH:32][c:33]21.[CH3:47][CH2:48][OH:49].[ClH:46].[N:19]([O-:20])=[O:21].[NH2:2][c:3]1[c:4]([OH:18])[c:5](-[c:9]2[cH:10][c:11]([C:15](=[O:16])[OH:17])[cH:12][cH:13][cH:14]2)[cH:6][cH:7][cH:8]1.[Na+:22].[Na+:45]>>[NH:2]([c:3]1[c:4]([OH:18])[c:5](-[c:9]2[cH:10][c:11]([C:15](=[O:16])[OH:17])[cH:12][cH:13][cH:14]2)[cH:6][cH:7][cH:8]1)[N:19]=[C:37]1[C:36]([CH3:40])=[N:35][N:34]([c:31]2[cH:30][cH:29][c:28]3[c:33]([cH:32]2)[CH:25]([CH2:23][CH3:24])[CH2:26][CH2:27]3)[C:38]1=[O:39]. Reactants: C(C)(=O)OC(C)=O (acetic anhydride), O=P12OP3(=O)OP(=O)(O1)OP(=O)(O2)O3 (phosphorus pentoxide), CS(=O)(=O)O (methanesulfonic acid), O=C(CCN1C(C2=CC=CC=C2C1=O)=O)C (2-(3-oxobutyl)isoindoline-1,3-dione). The solvent is CCOC(=O)C (EtOAc). Reaction conditions: temperature 70 celsius. Yields the product C1(NC(C2=CC=CC=C12)=O)=O (isoindoline-1,3-dione). Isolated yield 22.3%. RXN SMILES: C(OC(=O)C)(=O)C.O=P12OP3(OP(OP(O3)(O1)=O)(=O)O2)=O.CS(O)(=O)=O.O=C(C)CC[N:31]1[C:39](=[O:40])[C:38]2[C:33](=[CH:34][CH:35]=[CH:36][CH:37]=2)[C:32]1=[O:41]>CCOC(C)=O>[C:32]1(=[O:41])[C:33]2[C:38](=[CH:37][CH:36]=[CH:35][CH:34]=2)[C:39](=[O:40])[NH:31]1. Procedure details: To a stirred solution of acetic anhydride (5.0 mL, 53.0 mmol) and 7.7 wt % phosphorus pentoxide in methanesulfonic acid (Eaton's Reagent) (5.0 mL, 4.60 mmol) was added 2-(3-oxobutyl)isoindoline-1,3-dione (1.0 g, 4.60 mmol). The reaction was heated at 70° C. and for 8 h. The reaction was allowed to cool to room temperature and maintained overnight. The reaction was diluted with EtOAc, washed with ice cold water, dried (Na2SO4), filtered and concentrated under vacuum. The residue was purified by s... The product is C(CCC)N1C=CC2=C(C=C(C=C12)C(=O)N[C@H]([C@@H](CNCC1=CC(=CC=C1)CC)O)CC1=CC(=CC(=C1)F)F)C=1OC=CN1 (1-Butyl-N-{(1S,2R)-1-(3,5-difluorobenzyl)-3-[(3-ethylbenzyl)amino]-2-hydroxypropyl}-4-(1,3-oxazol-2-yl)-1H-indole-6-carboxamide). As a reaction SMILES: [CH2:1]([N:5]1[C:13]2[C:8](=[C:9]([C:17]3[O:18][CH:19]=[CH:20][N:21]=3)[CH:10]=[C:11]([C:14]([OH:16])=O)[CH:12]=2)[CH:7]=[CH:6]1)[CH2:2][CH2:3][CH3:4].[NH2:22][C@@H:23]([CH2:37][C:38]1[CH:43]=[C:42]([F:44])[CH:41]=[C:40]([F:45])[CH:39]=1)[C@H:24]([OH:36])[CH2:25][NH:26][CH2:27][C:28]1[CH:33]=[CH:32][CH:31]=[C:30]([CH2:34][CH3:35])[CH:29]=1>C(Cl)Cl>[CH2:1]([N:5]1[C:13]2[C:8](=[C:9]([C:17]3[O:18][CH:19]=[CH:20][N:21]=3)[CH:10]=[C:11]([C:14]([NH:22][C@@H:23]([CH2:37][C:38]3[CH:39]=[C:40]([F:45])[CH:41]=[C:42]([F:44])[CH:43]=3)[C@H:24]([OH:36])[CH2:25][NH:26][CH2:27][C:28]3[CH:33]=[CH:32][CH:31]=[C:30]([CH2:34][CH3:35])[CH:29]=3)=[O:16])[CH:12]=2)[CH:7]=[CH:6]1)[CH2:2][CH2:3][CH3:4]. Procedure details: To a mixture of 1-butyl-4-(1,3-oxazol-2-yl)-1H-indole-6-carboxylic acid (0.2 g) in methylene chloride (20 mL) was added 1,1-carbonyldiimidazole (0.114 g). The mixture was stirred at room temperature for 1 h at which time (2R,3S)-3-amino-4-(3,5-difluorophenyl)-1-[(3-ethylbenzyl)amino]butan-2-ol (0.265 g) dissolved in methylene chloride (10 mL) was added. The mixture was stirred at room temperature for 18 h then poured into methylene chloride (50 mL), washed with water followed by brine, dried ove... Run in C(Cl)Cl (methylene chloride), C(Cl)Cl (methylene chloride), C(Cl)Cl (methylene chloride). Yield: 23.3%. Starting materials: N[C@H]([C@@H](CNCC1=CC(=CC=C1)CC)O)CC1=CC(=CC(=C1)F)F ((2R,3S)-3-amino-4-(3,5-difluorophenyl)-1-[(3-ethylbenzyl)amino]butan-2-ol), 1,1-carbonyldiimidazole, C(CCC)N1C=CC2=C(C=C(C=C12)C(=O)O)C=1OC=CN1 (1-butyl-4-(1,3-oxazol-2-yl)-1H-indole-6-carboxylic acid). Run at time 18 hour. RXN SMILES: [CH3:2][c:3]1[cH:4][cH:5][c:6]([S:7]([O:8][CH2:13][CH:14]2[O:15][c:16]3[c:17]([cH:19][c:20]([F:31])[cH:21][c:22]3-[c:23]3[c:24]([Cl:30])[cH:25][cH:26][cH:27][c:28]3[Cl:29])[CH2:18]2)(=[O:9])=[O:10])[cH:11][cH:12]1.[CH3:32][NH2:33].[ClH:1]>>[CH2:13]([CH:14]1[O:15][c:16]2[c:17]([cH:19][c:20]([F:31])[cH:21][c:22]2-[c:23]2[c:24]([Cl:30])[cH:25][cH:26][cH:27][c:28]2[Cl:29])[CH2:18]1)[NH:33][CH3:32]. The reactants are Cc1ccc(S(=O)(=O)OCC2Cc3cc(F)cc(-c4c(Cl)cccc4Cl)c3O2)cc1, CN, Cl. Yields the product CNCC1Cc2cc(F)cc(-c3c(Cl)cccc3Cl)c2O1. Starting materials: [N+](=[N-])=C (diazomethane), CC(C)(C)OC(=O)N[C@@H](CC1=CC=CC=C1)C(=O)O (N-[[(1,1-dimethylethyl)oxy]carbonyl]-L-phenylalanine), CN1CCOCC1 (N-methylmorpholine), C(C(C)C)OC(=O)Cl (isobutylchloroformate), compound. Run in CO (methanol), CCOCC (ether), O1CCCC1 (tetrahydrofuran). Reaction conditions: temperature -25 celsius, time 10 minute. Product: CC(C)(C)OC(=O)N[C@H](C(C=[N+]=[N-])=O)CC1=CC=CC=C1 ((S)-3-[[[(1,1-Dimethylethyl)oxy]carbonyl]amino]-2-oxo-1-diazo-4-phenylbutane). As a reaction SMILES: [CH3:1][C:2]([O:5][C:6]([NH:8][C@H:9]([C:17]([OH:19])=O)[CH2:10][C:11]1[CH:16]=[CH:15][CH:14]=[CH:13][CH:12]=1)=[O:7])([CH3:4])[CH3:3].CN1CCOCC1.C(OC(Cl)=O)C(C)C.[N+:35](=[CH2:37])=[N-:36]>O1CCCC1.CCOCC.CO>[CH3:4][C:2]([O:5][C:6]([NH:8][C@@H:9]([CH2:10][C:11]1[CH:12]=[CH:13][CH:14]=[CH:15][CH:16]=1)[C:17](=[O:19])[CH:37]=[N+:35]=[N-:36])=[O:7])([CH3:1])[CH3:3]. Procedure details: A solution of N-[[(1,1-dimethylethyl)oxy]carbonyl]-L-phenylalanine (20.01 g., 75 mmol) in 150 mL of dry tetrahydrofuran was chilled to -25° C. and treated with N-methylmorpholine (8.3 mL, 75 mmol) and isobutylchloroformate (9.8 mL, 75 mmol) and then stirred at -25° C. for 10 minutes. The reaction mixture was then filtered into a flask containing a solution of diazomethane (prepared from 35.48 g., 240 mmol of N-methyl-N'-nitro-N-nitrosoguanidine) in 300 mL of anhydrous ether at -78° C. and then l... The reactants are IC1=CC2=C(N(C=N2)CC2=CC3=C(N=C(S3)N[C@H]3[C@@H](CCCC3)O)C=C2)C=C1 ((1R,2R)-2-((6-((5-iodo-1H-benzo[d]imidazol-1-yl)methyl)benzo[d]thiazol-2-yl)amino)cyclohexanol), N1C(CCCC1)=O (piperidin-2-one), P(=O)([O-])([O-])[O-].[K+].[K+].[K+] (tripotassium phosphate). The reagents and catalysts are [Cu](I)I (copper iodide). The solvent is CS(=O)C (DMSO). Reaction conditions: temperature 125 celsius. Yields the product O[C@H]1[C@@H](CCCC1)NC=1SC2=C(N1)C=CC(=C2)CN2C=NC1=C2C=CC(=C1)N1C(CCCC1)=O (1-(1-((2-(((1R,2R)-2-Hydroxycyclohexyl)amino)benzo[d]thiazol-6-yl)methyl)-1H-benzo[d]imidazol-5-yl)piperidin-2-one). Yield: 2.1%. As a reaction SMILES: P([O-])([O-])([O-])=O.[K+].[K+].[K+].I[C:10]1[CH:36]=[CH:35][C:13]2[N:14]([CH2:17][C:18]3[CH:34]=[CH:33][C:21]4[N:22]=[C:23]([NH:25][C@@H:26]5[CH2:31][CH2:30][CH2:29][CH2:28][C@H:27]5[OH:32])[S:24][C:20]=4[CH:19]=3)[CH:15]=[N:16][C:12]=2[CH:11]=1.[NH:37]1[CH2:42][CH2:41][CH2:40][CH2:39][C:38]1=[O:43]>CS(C)=O.[Cu](I)I>[OH:32][C@@H:27]1[CH2:28][CH2:29][CH2:30][CH2:31][C@H:26]1[NH:25][C:23]1[S:24][C:20]2[CH:19]=[C:18]([CH2:17][N:14]3[C:13]4[CH:35]=[CH:36][C:10]([N:37]5[CH2:42][CH2:41][CH2:40][CH2:39][C:38]5=[O:43])=[CH:11][C:12]=4[N:16]=[CH:15]3)[CH:34]=[CH:33][C:21]=2[N:22]=1 |f:0.1.2.3|. Reported procedure: To a stirred mixture of copper iodide (23 mg, 0.12 mmol) and tripotassium phosphate (190 mg, 0.90 mmol) in DMSO (3 mL) were added (1R,2R)-2-((6-((5-iodo-1H-benzo[d]imidazol-1-yl)methyl)benzo[d]thiazol-2-yl)amino)cyclohexanol (150 mg, 0.30 mmol) from Step 5 of Example 183 and piperidin-2-one (200 mg, 2.02 mmol). The mixture was flushed with argon and heated in a sealed reaction vessel at 125° C. for 15 h. The reaction mixture was cooled to rt and filtered, and the filtrate was purified directly b...